From a dataset of the Open Reaction Database (ORD), a public repository of structured organic reaction records. describe an organic reaction: reactants, conditions, products, and yield The reactants are C(=C)N1C(CCC1)=O (N-vinylpyrrolidone), ClCC(=O)OC=C (vinyl chloroacetate), C(C)O (ethanol), N(=NC(C#N)(C)C)C(C#N)(C)C (azobis-isobutyronitrile), crude polymer, ClCC(=O)OC=C (vinyl chloroacetate). Run in CC(=O)C (acetone). Reaction conditions: time 8 hour. Product: C(=C)N1C(CCC1)=O.ClCC(=O)OC=C (N-vinyl pyrrolidone vinyl chloroacetate). RXN SMILES: [CH:1]([N:3]1[CH2:7][CH2:6][CH2:5][C:4]1=[O:8])=[CH2:2].[Cl:9][CH2:10][C:11]([O:13][CH:14]=[CH2:15])=[O:12].C(O)C.N(C(C)(C)C#N)=NC(C)(C)C#N>CC(C)=O>[CH:1]([N:3]1[CH2:7][CH2:6][CH2:5][C:4]1=[O:8])=[CH2:2].[Cl:9][CH2:10][C:11]([O:13][CH:14]=[CH2:15])=[O:12] |f:5.6|. Reported procedure: 63.2 g of N-vinylpyrrolidone, 36.8 g of vinyl chloroacetate, 200 g of ethanol and 1 g of azobis-isobutyronitrile is placed in a reactor of 1000 ml capacity. The mixture is placed under a nitrogen blanket and is reflux-heated under constant stirring for 8 hours. The crude polymer solution is diluted in 200 g of acetone and precipitated in 5 l. of ethyl ether. After filtration and drying, a polymer is obtained which contains 37.5% of vinyl chloroacetate based on chlorine determination. The reactants are CC(C)(NC(=O)CCNC(=O)OCc1ccccc1)c1ccccc1, CC(=O)O, CO, [H][H], O. Yields the product CC(C)(NC(=O)CCN)c1ccccc1. As a reaction SMILES: [CH3:1][C:2]([c:3]1[cH:4][cH:5][cH:6][cH:7][cH:8]1)([CH3:9])[NH:10][C:11]([CH2:12][CH2:13][NH:14][C:15]([O:16][CH2:17][c:18]1[cH:19][cH:20][cH:21][cH:22][cH:23]1)=[O:24])=[O:25].[CH3:26][C:27](=[O:28])[OH:29].[CH3:33][OH:34].[H:31][H:32].[OH2:30]>>[CH3:1][C:2]([c:3]1[cH:4][cH:5][cH:6][cH:7][cH:8]1)([CH3:9])[NH:10][C:11]([CH2:12][CH2:13][NH2:14])=[O:25]. Reactants: [BH4-], C1CCOC1, CO, COc1cc(N2CCC(N3CCN(CCF)CC3)CC2)ccc1[N+](=O)[O-], [Na+], Cl[Ni]Cl, O, O, O, O, O, O. Product: COc1cc(N2CCC(N3CCN(CCF)CC3)CC2)ccc1N. As a reaction SMILES: [BH4-:27].[CH2:29]1[O:30][CH2:31][CH2:32][CH2:33]1.[CH3:34][OH:35].[F:1][CH2:2][CH2:3][N:4]1[CH2:5][CH2:6][N:7]([CH:10]2[CH2:11][CH2:12][N:13]([c:16]3[cH:17][c:18]([O:25][CH3:26])[c:19]([N+:22]([O-:23])=[O:24])[cH:20][cH:21]3)[CH2:14][CH2:15]2)[CH2:8][CH2:9]1.[Na+:28].[Ni:42]([Cl:43])[Cl:44].[OH2:36].[OH2:37].[OH2:38].[OH2:39].[OH2:40].[OH2:41]>>[F:1][CH2:2][CH2:3][N:4]1[CH2:5][CH2:6][N:7]([CH:10]2[CH2:11][CH2:12][N:13]([c:16]3[cH:17][c:18]([O:25][CH3:26])[c:19]([NH2:22])[cH:20][cH:21]3)[CH2:14][CH2:15]2)[CH2:8][CH2:9]1. Starting materials: BrC(C)C (2-bromopropane), [OH-].[K+] (potassium hydroxide), crude product, C1=C(C=CC2=CC=CC=C12)CC#N (2-naphthylacetonitrile). Reagents/catalysts: [I-].C(CCC)[N+](CCCC)(CCCC)CCCC (tetra-n-butylammonium iodide). Solvent: [Cl-].[Na+].O (brine), CS(=O)C (dimethyl sulfoxide). Yields the product CC(C(C#N)C1=CC2=CC=CC=C2C=C1)C (3-methyl-2-(2-naphthyl)butyronitrile). Yield: 0.0%. As a reaction SMILES: [CH:1]1[C:10]2[C:5](=[CH:6][CH:7]=[CH:8][CH:9]=2)[CH:4]=[CH:3][C:2]=1[CH2:11][C:12]#[N:13].Br[CH:15]([CH3:17])[CH3:16].[OH-].[K+]>CS(C)=O.[I-].C([N+](CCCC)(CCCC)CCCC)CCC.[Cl-].[Na+].O>[CH3:16][CH:15]([CH3:17])[CH:11]([C:2]1[CH:3]=[CH:4][C:5]2[C:10](=[CH:9][CH:8]=[CH:7][CH:6]=2)[CH:1]=1)[C:12]#[N:13] |f:2.3,5.6,7.8.9|. Procedure: 3.00 g (17.9 mmol) of 2-naphthylacetonitrile was dissolved in 10 ml of dimethyl sulfoxide, and 2.43 g (19.7 mmol) of 2-bromopropane, 330 mg (0.90 mmol, cat) of tetra-n-butylammonium iodide and 10 ml of 50% potassium hydroxide were successively added thereto. After completion of the reaction, brine was added, and the mixture was extracted with ether. The organic layer was washed with brine, dried over magnesium sulfate and evaporated, to give a crude product. The crude product was subjected to 15...